Dataset: the Open Reaction Database (ORD), a public repository of structured organic reaction records. Task: describe an organic reaction: reactants, conditions, products, and yield The reactants are IN1C(CCC1=O)=O (N-Iodosuccinimide), C(CCC)C=1N=C(C2=C(N1)C=CN2)Cl (2-butyl-4-chloro-5H-pyrrolo[3,2-d]pyrimidine), resultant mixture. Solvent: CC(C)(C)OC (TBME), C1CCOC1 (THF). Run at time 15 minute. The product is C(CCC)C=1N=C(C2=C(N1)C(=CN2)I)Cl (2-Butyl-4-chloro-7-iodo-5H-pyrrolo[3,2-d]pyrimidine). Isolated yield 81.3%. As a reaction SMILES: [I:1]N1C(=O)CCC1=O.[CH2:9]([C:13]1[N:14]=[C:15]([Cl:22])[C:16]2[NH:21][CH:20]=[CH:19][C:17]=2[N:18]=1)[CH2:10][CH2:11][CH3:12]>C1COCC1.CC(OC)(C)C>[CH2:9]([C:13]1[N:14]=[C:15]([Cl:22])[C:16]2[NH:21][CH:20]=[C:19]([I:1])[C:17]=2[N:18]=1)[CH2:10][CH2:11][CH3:12]. Procedure: N-Iodosuccinimide (2.09 g, 9.29 mmol) was added portionwise to a stirred solution of 2-butyl-4-chloro-5H-pyrrolo[3,2-d]pyrimidine (1.69 g, 8.06 mmol) in THF (35 mL). The resultant mixture was stirred at room temperature for 1 hour. The reaction mixture was diluted with TBME (50 mL) then washed with aqueous sodium thiosulphate solution (50 mL) then saturated aqueous sodium chloride solution (20 mL). The organic phase was dried (Na2SO4), filtered and evaporated. The sample was dissolved in dichlor... The reactants are C=CCN(C)CC=CCOc1ccc2c(c1)CCCN2, CCN(C(C)C)C(C)C, Clc1ccccc1, ClCCl, O=S(=O)(Cl)Cl. Yields the product C=CCN(C)CC=CCOc1ccc2c(c1)CCCN2S(=O)(=O)c1ccc(Cl)cc1. As a reaction SMILES: [CH2:1]([CH:2]=[CH2:3])[N:4]([CH2:5][CH:6]=[CH:7][CH2:8][O:9][c:10]1[cH:11][c:12]2[c:17]([cH:18][cH:19]1)[NH:16][CH2:15][CH2:14][CH2:13]2)[CH3:20].[CH:21]([N:22]([CH2:23][CH3:24])[CH:25]([CH3:26])[CH3:27])([CH3:28])[CH3:29].[Cl:35][c:36]1[cH:37][cH:38][cH:39][cH:40][cH:41]1.[Cl:42][CH2:43][Cl:44].[S:30](=[O:31])(=[O:32])([Cl:33])[Cl:34]>>[CH2:1]([CH:2]=[CH2:3])[N:4]([CH2:5][CH:6]=[CH:7][CH2:8][O:9][c:10]1[cH:11][c:12]2[c:17]([cH:18][cH:19]1)[N:16]([S:30](=[O:31])(=[O:32])[c:39]1[cH:38][cH:37][c:36]([Cl:35])[cH:41][cH:40]1)[CH2:15][CH2:14][CH2:13]2)[CH3:20]. The reactants are FC(CCCC(=O)O)(F)F (5,5,5-Trifluoropentanoic acid), CCN=C=NCCCN(C)C (EDCI), C=1C=CC2=C(C1)N=NN2O (HOBt), CCN(C(C)C)C(C)C (DIEA), Cl.S1C(=NC=C1)C1=NOC(=N1)C1CCNCC1 (4-(3-thiazol-2-yl-[1,2,4]oxadiazol-5-yl)-piperidine hydrochloride). The solvent is CN(C)C=O (DMF), CN(C)C=O (DMF). Run at time 8 hour. The product is FC(CCCC(=O)N1CCC(CC1)C1=NC(=NO1)C=1SC=CN1)(F)F (5,5,5-Trifluoro-1-[4-(3-thiazol-2-yl-1,2,4-oxadiazol-5-yl)-piperidin-1-yl]-pentan-1-one). Isolated yield 62.0%. Reaction SMILES: [F:1][C:2]([F:10])([F:9])[CH2:3][CH2:4][CH2:5][C:6]([OH:8])=O.CCN=C=NCCCN(C)C.C1C=CC2N(O)N=NC=2C=1.CCN(C(C)C)C(C)C.Cl.[S:42]1[CH:46]=[CH:45][N:44]=[C:43]1[C:47]1[N:51]=[C:50]([CH:52]2[CH2:57][CH2:56][NH:55][CH2:54][CH2:53]2)[O:49][N:48]=1>CN(C=O)C>[F:9][C:2]([F:1])([F:10])[CH2:3][CH2:4][CH2:5][C:6]([N:55]1[CH2:54][CH2:53][CH:52]([C:50]2[O:49][N:48]=[C:47]([C:43]3[S:42][CH:46]=[CH:45][N:44]=3)[N:51]=2)[CH2:57][CH2:56]1)=[O:8] |f:4.5|. Procedure: 5,5,5-Trifluoropentanoic acid (1.3 equiv), EDCI (1.3 equiv), HOBt (0.3 equiv) and DIEA (4 equiv) were mixed in DMF (40 mL) for 5 minutes. 4-(3-thiazol-2-yl-[1,2,4]oxadiazol-5-yl)-piperidine hydrochloride (5c) (8.18 g, 30 mmol, 1 equiv) was added with 20 mL of DMF and the reaction mixture was stirred overnight at room temperature and then evaporated under reduced pressure. The residue was dissolved in AcOEt and then washed twice with saturated aqueous NaHCO3, twice with HCl 1N and once with brine... Reactants: COC(=O)c1cccc(CBr)c1, O=C([O-])[O-], CN(C)C=O, Clc1ncnc2cc[nH]c12, [Cs+], [Cs+], O. The product is COC(=O)c1cccc(Cn2ccc3ncnc(Cl)c32)c1. RXN SMILES: [Br:17][CH2:18][c:19]1[cH:20][c:21]([C:22](=[O:23])[O:24][CH3:25])[cH:26][cH:27][cH:28]1.[C:11](=[O:12])([O-:13])[O-:14].[CH3:29][N:30]([CH3:31])[CH:32]=[O:33].[Cl:1][c:2]1[c:3]2[c:4]([n:5][cH:6][n:7]1)[cH:8][cH:9][nH:10]2.[Cs+:15].[Cs+:16].[OH2:34]>>[Cl:1][c:2]1[c:3]2[c:4]([n:5][cH:6][n:7]1)[cH:8][cH:9][n:10]2[CH2:18][c:19]1[cH:20][c:21]([C:22](=[O:23])[O:24][CH3:25])[cH:26][cH:27][cH:28]1. Starting materials: O=C(O)c1ccccc1Cc1ccccc1, CCNc1cccc(C)c1. Reagents/catalysts: C[N+](=C(N1CCOCC1)N2C3=C(C=C(C=C3)Cl)[N+](=N2)[O-])C.F[P-](F)(F)(F)(F)F (HDMC), CCN(C(C)C)C(C)C (DIPEA). Solvent: CN(C)C=O (DMF), CN(C)C=O (DMF), CN(C)C=O (DMF), CN(C)C=O (DMF), CN(C)C=O (DMF), CN(C)C=O (DMF). Run at temperature 25 celsius, time 2 hour. The product is CCN(C(=O)c1ccccc1Cc1ccccc1)c1cccc(C)c1. Isolated yield 1.2%. Reaction SMILES: CCNc1cccc(C)c1.O=C(O)c1ccccc1Cc1ccccc1.C[N+](=C(N1CCOCC1)N2C3=C(C=C(C=C3)Cl)[N+](=N2)[O-])C.F[P-](F)(F)(F)(F)F.CCN(C(C)C)C(C)C.CN(C)C=O>>CCN(C(=O)c1ccccc1Cc1ccccc1)c1cccc(C)c1. Starting materials: BrCC1CCCCC1, CCO[PH](=O)C(C)(OCC)OCC, [H-], [Na+], C1CCOC1, O. The product is CCOC(C)(OCC)P(=O)(CC1CCCCC1)OCC. Reaction SMILES: [Br:16][CH2:17][CH:18]1[CH2:19][CH2:20][CH2:21][CH2:22][CH2:23]1.[CH2:3]([CH3:4])[O:5][PH:6](=[O:7])[C:8]([CH3:9])([O:10][CH2:11][CH3:12])[O:13][CH2:14][CH3:15].[H-:1].[Na+:2].[O:25]1[CH2:26][CH2:27][CH2:28][CH2:29]1.[OH2:24]>>[CH2:3]([CH3:4])[O:5][P:6](=[O:7])([C:8]([CH3:9])([O:10][CH2:11][CH3:12])[O:13][CH2:14][CH3:15])[CH2:17][CH:18]1[CH2:19][CH2:20][CH2:21][CH2:22][CH2:23]1. The reactants are N1=CC=C(C=C1)CCO (2-(4-pyridyl)ethanol), N(=NC(=O)OCC)C(=O)OCC (Diethyl azodicarboxylate), ClC1=CC(=C(NC2=NC=NC3=CC(=C(C=C23)OC)O)C=C1)F (4-(4-chloro-2-fluoroanilino)-7-hydroxy-6-methoxyquinazoline), C1(=CC=CC=C1)P(C1=CC=CC=C1)C1=CC=CC=C1 (triphenylphosphine). The solvent is C(Cl)Cl (methylene chloride). Conditions: time 1 hour. Product: Cl.ClC1=CC(=C(NC2=NC=NC3=CC(=C(C=C23)OC)OCCC2=CC=NC=C2)C=C1)F (4-(4-chloro-2-fluoroanilino)-6-methoxy-7-(2-(4-pyridyl)ethoxy)quinazoline hydrochloride). Yield: 54.2%. Reaction SMILES: N(C(OCC)=O)=NC(OCC)=O.[Cl:13][C:14]1[CH:33]=[CH:32][C:17]([NH:18][C:19]2[C:28]3[C:23](=[CH:24][C:25]([OH:31])=[C:26]([O:29][CH3:30])[CH:27]=3)[N:22]=[CH:21][N:20]=2)=[C:16]([F:34])[CH:15]=1.C1(P(C2C=CC=CC=2)C2C=CC=CC=2)C=CC=CC=1.[N:54]1[CH:59]=[CH:58][C:57]([CH2:60][CH2:61]O)=[CH:56][CH:55]=1>C(Cl)Cl>[ClH:13].[Cl:13][C:14]1[CH:33]=[CH:32][C:17]([NH:18][C:19]2[C:28]3[C:23](=[CH:24][C:25]([O:31][CH2:61][CH2:60][C:57]4[CH:58]=[CH:59][N:54]=[CH:55][CH:56]=4)=[C:26]([O:29][CH3:30])[CH:27]=3)[N:22]=[CH:21][N:20]=2)=[C:16]([F:34])[CH:15]=1 |f:5.6|. Reported procedure: Diethyl azodicarboxylate (315 μl, 2 mmol) was added dropwise to a solution of 4-(4-chloro-2-fluoroanilino)-7-hydroxy-6-methoxyquinazoline (319.5 mg, 1 mmol), (prepared as described for the starting material in Example 24), triphenylphosphine (524 mg, 2 mmol) and 2-(4-pyridyl)ethanol (160 mg, 1.25 mmol), (Zhur. Obshchei. Khim. 1958, 28, 103-110), in methylene chloride (7 ml). The mixture was stirred for 1 hour at ambient temperature and the solvent was removed by evaporation. The residue was trit... The reactants are C[Si](C)(C)[N-][Si](C)(C)C.[Na+] (Sodium bis(trimethylsilyl)amide), CNC1=NC2=C(C(=O)N=CC=C2N1)CC3=CC(=C(C(=C3)Br)OC)Br (ceratamine B), IC (iodomethane). The solvent is CN(C)C=O.C1CCOC1 (DMF THF). Conditions: temperature -78 celsius. The product is CNC1=NC2=C(C(=O)N(C=CC2=N1)C)CC=3C=C(C(=C(C3)Br)OC)Br (ceratamine A). Yield: 43.6%. As a reaction SMILES: C[Si]([N-][Si](C)(C)C)(C)C.[Na+].[CH3:11][NH:12][C:13]1[NH:23][C:22]2[C:15](=[C:16]([CH2:24][C:25]3[CH:30]=[C:29]([Br:31])[C:28]([O:32][CH3:33])=[C:27]([Br:34])[CH:26]=3)[C:17]([N:19]=[CH:20][CH:21]=2)=[O:18])[N:14]=1.I[CH3:36]>CN(C=O)C.C1COCC1>[CH3:11][NH:12][C:13]1[N:23]=[C:22]2[C:15](=[C:16]([CH2:24][C:25]3[CH:26]=[C:27]([Br:34])[C:28]([O:32][CH3:33])=[C:29]([Br:31])[CH:30]=3)[C:17]([N:19]([CH3:36])[CH:20]=[CH:21]2)=[O:18])[N:14]=1 |f:0.1,4.5|. Procedure: Sodium bis(trimethylsilyl)amide (1 M in THF, 24 μL, 0.0240 mmol) was added dropwise to a solution of ceratamine B from Example 12 (formula (IIIB); R1=methyl) (12.1 mg, 0.0266 mmol) in DMF:THF (1:1, 0.27 mL) at 0° C. The reaction mixture was cooled to −78° C. and iodomethane (2.1 μL, 0.0346 mmol) was added dropwise followed by warming to −10° C. The reaction was quenched by the addition H2O (2 mL), and was extracted with EtOAc (6×5 mL). The combined organic extracts were dried (Na2SO4) and concen... The reactants are FC(C1=CC=C(C=C1)NC1=NN2C(C=CC=C2C=2C=CC3=C(NC(=N3)C(=O)N)C2)=N1)(F)F (6-(2-(4-(Trifluoromethyl)phenylamino)-[1,2,4]triazolo[1,5-a]pyridin-5-yl)-1H-benzo[d]imidazole-2-carboxamide), FC(C(=O)O)(F)F (trifluoroacetic acid), 6-(2-(4-(trifluoromethyl)phenylamino)-[1,2,4]triazolo[1,5-c]pyridin-5-yl)-1H-benzo[d]imidazole-2-carbonitrile, OO (hydrogen peroxide), [OH-].[Na+] (sodium hydroxide). The solvent is O (water), CS(=O)C (dimethylsulfoxide). Reaction conditions: time 3 hour. Yields the product N1C(=NC2=C1C=CC=C2)C(=O)N (1H-benzo[d]imidazole-2-carboxamide). Isolated yield 29.7%. RXN SMILES: FC(F)(F)C1C=CC(NC2N=C3C=CC=C([C:18]4[CH:19]=[CH:20][C:21]5[N:25]=[C:24]([C:26]([NH2:28])=[O:27])[NH:23][C:22]=5[CH:29]=4)N3N=2)=CC=1.OO.[OH-].[Na+].FC(F)(F)C(O)=O>CS(C)=O.O>[NH:23]1[C:22]2[CH:29]=[CH:18][CH:19]=[CH:20][C:21]=2[N:25]=[C:24]1[C:26]([NH2:28])=[O:27] |f:2.3|. Procedure: 6-(2-(4-(Trifluoromethyl)phenylamino)-[1,2,4]triazolo[1,5-a]pyridin-5-yl)-1H-benzo[d]imidazole-2-carboxamide. A mixture of 6-(2-(4-(trifluoromethyl)phenylamino)-[1,2,4]triazolo[1,5-c]pyridin-5-yl)-1H-benzo[d]imidazole-2-carbonitrile (300 mg, 0.5 mmol), hydrogen peroxide (30%, 1.0 mL) and sodium hydroxide (40 mg, 1.0 mmol) in dimethylsulfoxide (5 mL) was stirred at room temperature for 3 h. The reaction mixture was poured into water (15 mL), and the mixture was extracted with ethyl acetate (15 mL...